From a dataset of the Open Reaction Database (ORD), a public repository of structured organic reaction records. describe an organic reaction: reactants, conditions, products, and yield Reactants: C(C)OC(=O)C1=CC2=CC=C(C=C2C=C1)N (6-amino-2-naphthoic acid ethyl ester), F[B-](F)(F)F.N#[O+] (nitrosonium tetrafluoroborate). Run in ClC1=C(C=CC=C1)Cl (1,2-dichlorobenzene). Reaction conditions: temperature 110 celsius, time 1 hour. Yields the product C(C)OC(=O)C1=CC2=CC=C(C=C2C=C1)F (6-fluoro-2-naphthoic acid ethyl ester). As a reaction SMILES: [CH2:1]([O:3][C:4]([C:6]1[CH:15]=[CH:14][C:13]2[C:8](=[CH:9][CH:10]=[C:11](N)[CH:12]=2)[CH:7]=1)=[O:5])[CH3:2].[F:17][B-](F)(F)F.N#[O+]>ClC1C=CC=CC=1Cl>[CH2:1]([O:3][C:4]([C:6]1[CH:15]=[CH:14][C:13]2[C:8](=[CH:9][CH:10]=[C:11]([F:17])[CH:12]=2)[CH:7]=1)=[O:5])[CH3:2] |f:1.2|. Procedure: A mixture of 6-amino-2-naphthoic acid ethyl ester (500 mg, 2.32 mmol) and nitrosonium tetrafluoroborate (298 mg, 2.56 mmol) in 1,2-dichlorobenzene (10 mL) is stirred at room temperature for 12 hours and at 110° C. for 1 hour. After cooling to room temperature, the reaction mixture is concentrated by rotary evaporator under high vacuum. The residual oil is purified by flash chromatography on silica gel (dichloromethane) to give 6-fluoro-2-naphthoic acid ethyl ester as a yellow oil. Reactants: CCOP(=O)(CC(C)=O)OCC, COc1ccc(OCCCCCCI)c(Cl)c1, [LiH]. Product: CCOP(=O)(OCC)C(CCCCCCOc1ccc(OC)cc1Cl)C(C)=O. Reaction SMILES: [CH2:2]([C:3](=[O:4])[CH3:5])[P:6]([O:7][CH2:8][CH3:9])([O:10][CH2:11][CH3:12])=[O:13].[Cl:14][c:15]1[c:16]([O:17][CH2:18][CH2:19][CH2:20][CH2:21][CH2:22][CH2:23][I:24])[cH:25][cH:26][c:27]([O:29][CH3:30])[cH:28]1.[LiH:1]>>[CH:2]([C:3](=[O:4])[CH3:5])([P:6]([O:7][CH2:8][CH3:9])([O:10][CH2:11][CH3:12])=[O:13])[CH2:23][CH2:22][CH2:21][CH2:20][CH2:19][CH2:18][O:17][c:16]1[c:15]([Cl:14])[cH:28][c:27]([O:29][CH3:30])[cH:26][cH:25]1. Yields the product C1N(CCC2=CC=CC=C12)C(CC(C(=O)O)CC(C)C)=O (2-[2-(3,4-dihydro-1H-isoquinolin-2-yl)-2-oxo-ethyl]-4-methyl-pentanoic acid). Procedure details: A solution of lithium hydroxide monohydrate (0.01452 g, 0.3461 mmol) in water (1.5 ml) was added drop-wise over 1 minute to a solution of 2-[2-(3,4-dihydro-1H-isoquinolin-2-yl)-2-oxo-ethyl]-4-methyl-pentanoic acid methyl ester (0.035 g, 0.1154 mmol) in tetrahydrofuran:methanol 2:1 (9 ml) at 0° C. The mixture was stirred at ambient temperature for 16 hours then poured into saturated aqueous sodium chloride solution (10 ml). The aqueous layer was extracted with diethyl ether (2×10 ml) which was di... Starting materials: [Cl-].[Na+] (sodium chloride), O.[OH-].[Li+] (lithium hydroxide monohydrate), COC(C(CC(C)C)CC(=O)N1CC2=CC=CC=C2CC1)=O (2-[2-(3,4-dihydro-1H-isoquinolin-2-yl)-2-oxo-ethyl]-4-methyl-pentanoic acid methyl ester). Conditions: time 16 hour. Solvent: O (water), O1CCCC1.CO (tetrahydrofuran methanol). The yield is 12.0%. As a reaction SMILES: O.[OH-].[Li+].C[O:5][C:6](=[O:25])[CH:7]([CH2:12][C:13]([N:15]1[CH2:24][CH2:23][C:22]2[C:17](=[CH:18][CH:19]=[CH:20][CH:21]=2)[CH2:16]1)=[O:14])[CH2:8][CH:9]([CH3:11])[CH3:10].[Cl-].[Na+]>O.O1CCCC1.CO>[CH2:16]1[C:17]2[C:22](=[CH:21][CH:20]=[CH:19][CH:18]=2)[CH2:23][CH2:24][N:15]1[C:13](=[O:14])[CH2:12][CH:7]([CH2:8][CH:9]([CH3:10])[CH3:11])[C:6]([OH:25])=[O:5] |f:0.1.2,4.5,7.8|.